Dataset: the Open Reaction Database (ORD), a public repository of structured organic reaction records. Task: describe an organic reaction: reactants, conditions, products, and yield Starting materials: [N+](=O)([O-])C1=CC=C(C(=O)OC[C@H]2CO[C@@H]([C@H]([C@@H]2COCC2=CC=CC=C2)C2=CC=C(C=C2)F)O[C@H](C)C2=CC(=CC(=C2)C(F)(F)F)C(F)(F)F)C=C1 ([(3R,4R,5R,6R)-4-[(Benzyloxy)methyl]-6-{(1R)-1-[3,5-bis(trifluoromethyl)phenyl]-ethoxy}-5-(4-fluorophenyl)tetrahydro-2H-pyran-3-yl]methyl 4-nitrobenzoate), [OH-].[Na+] (NaOH). Run in CO.C(C)O (methanol ethanol), CCOC(=O)C (EtOAc). Run at temperature 45 celsius. Product: C(C1=CC=CC=C1)OC[C@@H]1[C@H](CO[C@@H]([C@H]1C1=CC=C(C=C1)F)O[C@H](C)C1=CC(=CC(=C1)C(F)(F)F)C(F)(F)F)CO ([(3S,4R,5R,6R)-4-[(Benzyloxy)methyl]-6-{(1R)-1-[3,5-bis(trifluoromethyl)-phenyl]ethoxy}-5-(4-fluorophenyl)tetrahydro-2H-pyran-3-yl]methanol). As a reaction SMILES: [N+](C1C=CC(C([O:10][CH2:11][C@@H:12]2[C@@H:17]([CH2:18][O:19][CH2:20][C:21]3[CH:26]=[CH:25][CH:24]=[CH:23][CH:22]=3)[C@H:16]([C:27]3[CH:32]=[CH:31][C:30]([F:33])=[CH:29][CH:28]=3)[C@@H:15]([O:34][C@@H:35]([C:37]3[CH:42]=[C:41]([C:43]([F:46])([F:45])[F:44])[CH:40]=[C:39]([C:47]([F:50])([F:49])[F:48])[CH:38]=3)[CH3:36])[O:14][CH2:13]2)=O)=CC=1)([O-])=O.[OH-].[Na+]>CO.C(O)C.CCOC(C)=O>[CH2:20]([O:19][CH2:18][C@H:17]1[C@H:16]([C:27]2[CH:28]=[CH:29][C:30]([F:33])=[CH:31][CH:32]=2)[C@@H:15]([O:34][C@@H:35]([C:37]2[CH:42]=[C:41]([C:43]([F:46])([F:44])[F:45])[CH:40]=[C:39]([C:47]([F:50])([F:48])[F:49])[CH:38]=2)[CH3:36])[O:14][CH2:13][C@@H:12]1[CH2:11][OH:10])[C:21]1[CH:22]=[CH:23][CH:24]=[CH:25][CH:26]=1 |f:1.2,3.4|. Procedure: The intermediate from example 1 step H (4.57 g, 6.22 mmol) was dissolved in a 1:1 mixture of methanol/ethanol (60 mL) followed by the addition of 5 N NaOH (12.0 mL). The vessel was heated to 45° C. for 1 hr. The reaction mixture was cooled to ambient temperature and diluted with 400 mL EtOAc. The EtOAc solution was washed twice with 2 N NaOH, dried over Na2SO4, filtered through a fritted funnel and concentrated in vacuo. The crude residue was purified on silica gel and eluted a combination of Et...